From a dataset of the Open Reaction Database (ORD), a public repository of structured organic reaction records. describe an organic reaction: reactants, conditions, products, and yield Reaction SMILES: [Br:1][c:2]1[c:3]([N+:9](=[O:10])[O-:11])[cH:4][c:5]([Br:8])[cH:6][cH:7]1.[CH2:38]1[O:39][CH2:40][CH2:41][CH2:42]1.[CH3:19][O:20][c:21]1[cH:22][cH:23][c:24]([CH2:25][O:26][c:27]2[cH:28][cH:29][c:30]([CH3:35])[c:31]([CH:32]=[O:33])[cH:34]2)[cH:36][cH:37]1.[Li:12][c:13]1[cH:14][cH:15][cH:16][cH:17][cH:18]1>>[c:2]1([CH:32]([c:31]2[c:30]([CH3:35])[cH:29][cH:28][c:27]([O:26][CH2:25][c:24]3[cH:23][cH:22][c:21]([O:20][CH3:19])[cH:37][cH:36]3)[cH:34]2)[OH:33])[c:3]([N+:9](=[O:10])[O-:11])[cH:4][c:5]([Br:8])[cH:6][cH:7]1. The product is COc1ccc(COc2ccc(C)c(C(O)c3ccc(Br)cc3[N+](=O)[O-])c2)cc1. Reactants: O=[N+]([O-])c1cc(Br)ccc1Br, C1CCOC1, COc1ccc(COc2ccc(C)c(C=O)c2)cc1, [Li]c1ccccc1. Starting materials: COCCOC, CS(=O)(=O)c1nc(N)nc(-c2ccc3c(c2)OCO3)c1C#N, NCCN1CCOCC1. The product is N#Cc1c(NCCN2CCOCC2)nc(N)nc1-c1ccc2c(c1)OCO2. RXN SMILES: [CH3:32][O:33][CH2:34][CH2:35][O:36][CH3:37].[NH2:1][c:2]1[n:3][c:4]([S:19]([CH3:20])(=[O:21])=[O:22])[c:5]([C:17]#[N:18])[c:6](-[c:8]2[cH:9][c:10]3[c:11]([cH:15][cH:16]2)[O:12][CH2:13][O:14]3)[n:7]1.[NH2:23][CH2:24][CH2:25][N:26]1[CH2:27][CH2:28][O:29][CH2:30][CH2:31]1>>[NH2:1][c:2]1[n:3][c:4]([NH:23][CH2:24][CH2:25][N:26]2[CH2:27][CH2:28][O:29][CH2:30][CH2:31]2)[c:5]([C:17]#[N:18])[c:6](-[c:8]2[cH:9][c:10]3[c:11]([cH:15][cH:16]2)[O:12][CH2:13][O:14]3)[n:7]1.